The task is: describe an organic reaction: reactants, conditions, products, and yield. This data is from the Open Reaction Database (ORD), a public repository of structured organic reaction records. Starting materials: ClC1=C(C=CC(=C1)Cl)C1=CC2=C(N(C3=CC=C(C=C23)C=2NN=CC2)C)N(C1=O)C (3-(2,4-dichlorophenyl)-1,9-dimethyl-6-(2H-pyrazol-3-yl)-1,9-dihydro-pyrido[2,3-b]indol-2-one), ClC(=O)OCC(C)(C)C (neopentyl chloroformate). Yields the product CC(COC(=O)N1N=C(C=C1)C=1C=C2C3=C(N(C2=CC1)C)N(C(C(=C3)C3=C(C=C(C=C3)Cl)Cl)=O)C)(C)C (3-[3-(2,4-Dichlorophenyl)-1,9-dimethyl-2-oxo-2,9-dihydro-1H-pyrido[2,3-b]indol-6-yl]pyrazole-1-carboxylic acid 2,2-dimethylpropyl ester). RXN SMILES: [Cl:1][C:2]1[CH:7]=[C:6]([Cl:8])[CH:5]=[CH:4][C:3]=1[C:9]1[C:27](=[O:28])[N:26]([CH3:29])[C:12]2[N:13]([CH3:25])[C:14]3[C:19]([C:11]=2[CH:10]=1)=[CH:18][C:17]([C:20]1[NH:21][N:22]=[CH:23][CH:24]=1)=[CH:16][CH:15]=3.Cl[C:31]([O:33][CH2:34][C:35]([CH3:38])([CH3:37])[CH3:36])=[O:32]>>[CH3:36][C:35]([CH3:38])([CH3:37])[CH2:34][O:33][C:31]([N:22]1[CH:23]=[CH:24][C:20]([C:17]2[CH:18]=[C:19]3[C:14](=[CH:15][CH:16]=2)[N:13]([CH3:25])[C:12]2[N:26]([CH3:29])[C:27](=[O:28])[C:9]([C:3]4[CH:4]=[CH:5][C:6]([Cl:8])=[CH:7][C:2]=4[Cl:1])=[CH:10][C:11]3=2)=[N:21]1)=[O:32]. Procedure details: The process is carried out as indicated in Example 99 above, with the compound from Ex 39, 3-(2,4-dichlorophenyl)-1,9-dimethyl-6-(2H-pyrazol-3-yl)-1,9-dihydro-pyrido[2,3-b]indol-2-one and neopentyl chloroformate. The reactants are O (water), [OH-].[Na+] (sodium hydroxide), S1C2=C(C=C1)C=CC=C2CCOCC(=O)N(CC)CC (2-(2-benzo[b]thiophen-7-ylethoxy)-N,N-diethylacetamide), aqueous solution, Cl (hydrochloric acid), solution. Run in C(C)(=O)OCC (ethyl acetate), O1CCCC1 (tetrahydrofuran), O1CCCC1 (tetrahydrofuran). Run at temperature 5 celsius, time 8 hour. Yields the product S1C2=C(C=C1)C=CC=C2CCOCCN(CC)CC (N-[2-(2-benzo[b]thiophen-7-ylethoxy)ethyl]-N,N-diethylamine). Yield: 85.0%. RXN SMILES: [S:1]1[CH:5]=[CH:4][C:3]2[CH:6]=[CH:7][CH:8]=[C:9]([CH2:10][CH2:11][O:12][CH2:13][C:14]([N:16]([CH2:19][CH3:20])[CH2:17][CH3:18])=O)[C:2]1=2.Cl.O.[OH-].[Na+]>O1CCCC1.C(OCC)(=O)C>[S:1]1[CH:5]=[CH:4][C:3]2[CH:6]=[CH:7][CH:8]=[C:9]([CH2:10][CH2:11][O:12][CH2:13][CH2:14][N:16]([CH2:17][CH3:18])[CH2:19][CH3:20])[C:2]1=2 |f:3.4|. Procedure: In 14 mL of tetrahydrofuran is dissolved 1.36 g of 2-(2-benzo[b]thiophen-7-ylethoxy)-N,N-diethylacetamide. The solution is cooled to 5° C., and 14 mL of 1 mol/L solution of borane-tetrahydrofuran complex in tetrahydrofuran is dropwise added thereto. The resulting mixture is stirred at ambient temperature overnight, and then 5.00 mL of 6 mol/L hydrochloric acid is dropwise added, and the resulting mixture is heated under reflux for 30 minutes. After cooling, water and ethyl acetate are added to t... Starting materials: ClC=1C=CC=C2C=C(CC12)C (7-chloro-2-methylindene), Ni(dpp), C1(=CC=CC=C1)[Mg]Br (phenylmagnesium bromide). The solvent is CCOCC (ether), CCOCC (ether). Product: CC=1CC2=C(C=CC=C2C1)C1=CC=CC=C1 (2-methyl-7-phenylindene). As a reaction SMILES: Cl[C:2]1[CH:3]=[CH:4][CH:5]=[C:6]2[C:10]=1[CH2:9][C:8]([CH3:11])=[CH:7]2.[C:12]1([Mg]Br)[CH:17]=[CH:16][CH:15]=[CH:14][CH:13]=1>CCOCC>[CH3:11][C:8]1[CH2:9][C:10]2[C:6]([CH:7]=1)=[CH:5][CH:4]=[CH:3][C:2]=2[C:12]1[CH:17]=[CH:16][CH:15]=[CH:14][CH:13]=1. Procedure: A 5 L round bottom flask was equipped with mechanical stirring, a reflux condenser and ice bath. 488.2 g distilled 7-chloro-2-methylindene (2.97 mol) was added, dissolved in 2 L ether and 32.2 g Ni(dpp) (0.059 mol, 2 mol %) slurried in the solution, and stirred to cool to 0°-2° C. 1.05 L of 3.1M phenylmagnesium bromide in ether (3.25 mol, 10% excess) was added slowly from an addition funnel so that the temperature remained below 5° C. Once complete, the ice bath was removed, and the reaction sti... The reactants are CCn1c2ccc(C(C)=O)cc2c2cc(C(=O)c3ccccc3C)ccc21, CCOC(C)=O, CC(C)(C)[O-], Cl, [K+], O. Yields the product CCn1c2ccc(C(=O)CC(C)=O)cc2c2cc(C(=O)c3ccccc3C)ccc21. RXN SMILES: [CH2:1]([CH3:2])[n:3]1[c:4]2[cH:5][cH:6][c:7]([C:19]([c:20]3[c:21]([CH3:26])[cH:22][cH:23][cH:24][cH:25]3)=[O:27])[cH:8][c:9]2[c:10]2[cH:11][c:12]([C:16]([CH3:17])=[O:18])[cH:13][cH:14][c:15]12.[CH3:28][CH2:29][O:30][C:31](=[O:32])[CH3:33].[CH3:34][C:35]([CH3:36])([O-:37])[CH3:38].[ClH:40].[K+:39].[OH2:41]>>[CH2:1]([CH3:2])[n:3]1[c:4]2[cH:5][cH:6][c:7]([C:19]([c:20]3[c:21]([CH3:26])[cH:22][cH:23][cH:24][cH:25]3)=[O:27])[cH:8][c:9]2[c:10]2[cH:11][c:12]([C:16]([CH2:17][C:29]([CH3:28])=[O:30])=[O:18])[cH:13][cH:14][c:15]12. Starting materials: ClC=1C=CC=2C(N(C(C3=CC=CC1C23)=O)CCSSCCN2C(C3=CC=CC=1C3=C(C2=O)C=CC1Cl)=O)=O (6-chloro-2-(2-{[2-(6-chloro-1,3-dioxo-1H-benzo[de]isoquinolin-2(3H)-yl)ethyl]-disulphanyl}ethyl)-1H-benzo[de]isoquinoline-1,3(2H)-dione), CN(CCCN)C (N,N-dimethylpropane-1,3-diamine). Run at temperature 110 celsius, time 12 hour. Yields the product S(SCCN1C(C2=CC=CC=3C2=C(C1=O)C=CC3NCCCN(C)C)=O)CCN3C(C1=CC=CC=2C1=C(C3=O)C=CC2NCCCN(C)C)=O (2,2′-(Disulphanediyldiethane-2,1-diyl)bis[6-{[3-(dimethylamino)propyl]-amino}-1H-benzo[de]isoquinoline-1,3(2H)-dione]). As a reaction SMILES: Cl[C:2]1[CH:3]=[CH:4][C:5]2[C:6](=[O:38])[N:7]([CH2:16][CH2:17][S:18][S:19][CH2:20][CH2:21][N:22]3[C:31](=[O:32])[C:30]4[CH:33]=[CH:34][C:35](Cl)=[C:28]5[C:29]=4[C:24](=[CH:25][CH:26]=[CH:27]5)[C:23]3=[O:37])[C:8](=[O:15])[C:9]3[C:14]=2[C:13]=1[CH:12]=[CH:11][CH:10]=3.[CH3:39][N:40]([CH3:45])[CH2:41][CH2:42][CH2:43][NH2:44]>>[S:19]([CH2:20][CH2:21][N:22]1[C:31](=[O:32])[C:30]2[CH:33]=[CH:34][C:35]([NH:44][CH2:43][CH2:42][CH2:41][N:40]([CH3:45])[CH3:39])=[C:28]3[C:29]=2[C:24](=[CH:25][CH:26]=[CH:27]3)[C:23]1=[O:37])[S:18][CH2:17][CH2:16][N:7]1[C:6](=[O:38])[C:5]2[CH:4]=[CH:3][C:2]([NH:44][CH2:43][CH2:42][CH2:41][N:40]([CH3:45])[CH3:39])=[C:13]3[C:14]=2[C:9](=[CH:10][CH:11]=[CH:12]3)[C:8]1=[O:15]. Procedure: 4 g of (6-chloro-2-(2-{[2-(6-chloro-1,3-dioxo-1H-benzo[de]isoquinolin-2(3H)-yl)ethyl]-disulphanyl}ethyl)-1H-benzo[de]isoquinoline-1,3(2H)-dione are suspended in 40 ml of N,N-dimethylpropane-1,3-diamine. The mixture is heated with stirring at 110° C. for 12 hours. After cooling, a yellow precipitate is collected, and 500 ml of a 1/1 ethanol/water mixture are added dropwise to the filtrate. The yellow paste obtained is isolated and triturated with 200 ml of acetone. The solids obtained are washed ... Reactants: [Br-].C(CC1=CC=CC=C1)[Zn+] (phenethylzinc bromide), BrC1=NC=CC=C1Br (2,3-dibromopyridine). Reagents/catalysts: C=1C=CC(=CC1)[P](C=2C=CC=CC2)(C=3C=CC=CC3)[Pd]([P](C=4C=CC=CC4)(C=5C=CC=CC5)C=6C=CC=CC6)([P](C=7C=CC=CC7)(C=8C=CC=CC8)C=9C=CC=CC9)[P](C=1C=CC=CC1)(C=1C=CC=CC1)C=1C=CC=CC1 (Tetrakis(triphenylphosphine)palladium(0)). The solvent is O1CCCC1 (tetrahydrofuran). Reaction conditions: temperature 40 celsius, time 16 hour. Yields the product BrC=1C(=NC=CC1)CCC1=CC=CC=C1 (3-bromo-2-phenethyl-pyridine). As a reaction SMILES: [Br-].[CH2:2]([Zn+])[CH2:3][C:4]1[CH:9]=[CH:8][CH:7]=[CH:6][CH:5]=1.Br[C:12]1[C:17]([Br:18])=[CH:16][CH:15]=[CH:14][N:13]=1>C1C=CC([P]([Pd]([P](C2C=CC=CC=2)(C2C=CC=CC=2)C2C=CC=CC=2)([P](C2C=CC=CC=2)(C2C=CC=CC=2)C2C=CC=CC=2)[P](C2C=CC=CC=2)(C2C=CC=CC=2)C2C=CC=CC=2)(C2C=CC=CC=2)C2C=CC=CC=2)=CC=1.O1CCCC1>[Br:18][C:17]1[C:12]([CH2:2][CH2:3][C:4]2[CH:9]=[CH:8][CH:7]=[CH:6][CH:5]=2)=[N:13][CH:14]=[CH:15][CH:16]=1 |f:0.1,^1:22,24,43,62|. Procedure details: Tetrakis(triphenylphosphine)palladium(0) (2.0 g) is added to a flask charged with a stir bar, phenethylzinc bromide (0.5 mol/L in tetrahydrofuran, 100 mL), 2,3-dibromopyridine (10.50 g), and tetrahydrofuran (100 ml) and kept under argon atmosphere at room temperature. The resulting mixture is stirred at room temperature for 3 h and at 40° C. for another 16 h. After cooling the mixture to room temperature, the solvent is evaporated and the residue is chromatographed on silica gel (cyclohexane/eth... Yields the product CN(Cc1cc(-c2ccc(C#N)cc2)n(S(=O)(=O)c2cccnc2)c1)C(=O)OC(C)(C)C. The reactants are CN(Cc1cc(Br)n(S(=O)(=O)c2cccnc2)c1)C(=O)OC(C)(C)C, N#Cc1ccc(B(O)O)cc1, [Na+], [Na+], O=C([O-])[O-], c1ccc(P(c2ccccc2)(c2ccccc2)[Pd](P(c2ccccc2)(c2ccccc2)c2ccccc2)(P(c2ccccc2)(c2ccccc2)c2ccccc2)P(c2ccccc2)(c2ccccc2)c2ccccc2)cc1. RXN SMILES: [Br:1][c:2]1[cH:3][c:4]([CH2:16][N:17]([C:18]([O:19][C:20]([CH3:21])([CH3:22])[CH3:23])=[O:24])[CH3:25])[cH:5][n:6]1[S:7](=[O:8])(=[O:9])[c:10]1[cH:11][n:12][cH:13][cH:14][cH:15]1.[C:26](#[N:27])[c:28]1[cH:29][cH:30][c:31]([B:34]([OH:35])[OH:36])[cH:32][cH:33]1.[Na+:37].[Na+:38].[O-:39][C:40](=[O:41])[O-:42].[cH:43]1[cH:44][cH:45][c:46]([P:47]([Pd:48]([P:49]([c:50]2[cH:51][cH:52][cH:53][cH:54][cH:55]2)([c:56]2[cH:57][cH:58][cH:59][cH:60][cH:61]2)[c:62]2[cH:63][cH:64][cH:65][cH:66][cH:67]2)([P:68]([c:69]2[cH:70][cH:71][cH:72][cH:73][cH:74]2)([c:75]2[cH:76][cH:77][cH:78][cH:79][cH:80]2)[c:81]2[cH:82][cH:83][cH:84][cH:85][cH:86]2)[P:87]([c:88]2[cH:89][cH:90][cH:91][cH:92][cH:93]2)([c:94]2[cH:95][cH:96][cH:97][cH:98][cH:99]2)[c:100]2[cH:101][cH:102][cH:103][cH:104][cH:105]2)([c:106]2[cH:107][cH:108][cH:109][cH:110][cH:111]2)[c:112]2[cH:113][cH:114][cH:115][cH:116][cH:117]2)[cH:118][cH:119]1>>[c:2]1(-[c:31]2[cH:30][cH:29][c:28]([C:26]#[N:27])[cH:33][cH:32]2)[cH:3][c:4]([CH2:16][N:17]([C:18]([O:19][C:20]([CH3:21])([CH3:22])[CH3:23])=[O:24])[CH3:25])[cH:5][n:6]1[S:7](=[O:8])(=[O:9])[c:10]1[cH:11][n:12][cH:13][cH:14][cH:15]1.